From a dataset of the Open Reaction Database (ORD), a public repository of structured organic reaction records. describe an organic reaction: reactants, conditions, products, and yield Starting materials: C(C)(C)(C)OC(N(C)CCNC(C1=CC=C(C=C1)C1=CC2=NC=CC(=C2O1)C1=CC(=C(C=C1)OC1CCOCC1)C#N)=O)=O ([2-(4-{7-[3-Cyano-4-(tetrahydro-pyran-4-yloxy)-phenyl]-furo[3,2-b]pyridin-2-yl}benzoyl-amino)-ethyl]-methyl-carbamic acid tert-butyl ester), FC(C(=O)O)(F)F (Trifluoro-acetic acid). The solvent is ClCCl (dichloromethane). Reaction conditions: time 16 hour. Yields the product C(#N)C=1C=C(C=CC1OC1CCOCC1)C1=C2C(=NC=C1)C=C(O2)C2=CC=C(C(=O)NCCNC)C=C2 (4-{7-[3-Cyano-4-(tetrahydro-pyran-4-yloxy)-phenyl]-furo[3,2-b]pyridin-2-yl}-N (2-methylamino-ethyl)-benzamide). As a reaction SMILES: C(O[C:6](=O)[N:7]([CH2:9][CH2:10][NH:11][C:12](=[O:43])[C:13]1[CH:18]=[CH:17][C:16]([C:19]2[O:27][C:26]3[C:21](=[N:22][CH:23]=[CH:24][C:25]=3[C:28]3[CH:33]=[CH:32][C:31]([O:34][CH:35]4[CH2:40][CH2:39][O:38][CH2:37][CH2:36]4)=[C:30]([C:41]#[N:42])[CH:29]=3)[CH:20]=2)=[CH:15][CH:14]=1)C)(C)(C)C.FC(F)(F)C(O)=O>ClCCl>[C:41]([C:30]1[CH:29]=[C:28]([C:25]2[CH:24]=[CH:23][N:22]=[C:21]3[CH:20]=[C:19]([C:16]4[CH:15]=[CH:14][C:13]([C:12]([NH:11][CH2:10][CH2:9][NH:7][CH3:6])=[O:43])=[CH:18][CH:17]=4)[O:27][C:26]=23)[CH:33]=[CH:32][C:31]=1[O:34][CH:35]1[CH2:36][CH2:37][O:38][CH2:39][CH2:40]1)#[N:42]. Reported procedure: [2-(4-{7-[3-Cyano-4-(tetrahydro-pyran-4-yloxy)-phenyl]-furo[3,2-b]pyridin-2-yl}benzoyl-amino)-ethyl]-methyl-carbamic acid tert-butyl ester (59.0 mg, 0.1 mmol) is dissolved in dichloromethane (1 ml). Trifluoro-acetic acid (1 ml, 12.98 mmol) is added to the solution. The mixture is stirred for 16 h at room temperature. The solvent is removed in vacuum; yield: 20 mg 4-{7-[3-cyano-4-(tetrahydro-pyran-4-yloxy)-phenyl]-furo[3,2-b]pyridin-2-yl}-N-(2-methyl-amino-ethyl)-benzamide trifluoroacetate; HPLC/... Starting materials: BrC=1C(=C(C#N)C(=CC1)[N+](=O)[O-])C (3-bromo-2-methyl-6-nitrobenzonitrile), ClC1=C(C(=CC=C1[N+](=O)[O-])Cl)C (2,6-dichloro-3-nitrotoluene), [Br-].[K+] (potassium bromide). Product: ClC=1C(=C(C#N)C(=CC1)[N+](=O)[O-])C (3-CHLORO-2-METHYL-6-NITROBENZONITRILE). RXN SMILES: Br[C:2]1[C:3]([CH3:13])=[C:4]([C:7]([N+:10]([O-:12])=[O:11])=[CH:8][CH:9]=1)[C:5]#[N:6].[Cl:14]C1C([N+]([O-])=O)=CC=C(Cl)C=1C.[Br-].[K+]>>[Cl:14][C:2]1[C:3]([CH3:13])=[C:4]([C:7]([N+:10]([O-:12])=[O:11])=[CH:8][CH:9]=1)[C:5]#[N:6] |f:2.3|. Procedure details: The title compound was prepared using the method described above for preparing 3-bromo-2-methyl-6-nitrobenzonitrile, except that the reaction was carried out at 210° C. and employed 2,6-dichloro-3-nitrotoluene as the starting material. The infrared spectrum of a potassium bromide pellet of the product exhibited principal absorption peaks at 3121, 2231, 1602, 1560, 1530, and 1348 receiprocal centimeters.